Dataset: the Open Reaction Database (ORD), a public repository of structured organic reaction records. Task: describe an organic reaction: reactants, conditions, products, and yield Starting materials: CN(C)C=O, O=C(O)c1cc([N+](=O)[O-])c(F)cc1Cl, O=C(Cl)C(=O)Cl, ClCCCl. Yields the product O=C(Cl)c1cc([N+](=O)[O-])c(F)cc1Cl. RXN SMILES: [CH3:15][N:16]([CH3:17])[CH:18]=[O:19].[Cl:1][c:2]1[c:3]([C:4](=[O:5])[OH:6])[cH:7][c:8]([N+:12](=[O:13])[O-:14])[c:9]([F:11])[cH:10]1.[Cl:20][C:21]([C:22]([Cl:23])=[O:24])=[O:25].[Cl:26][CH2:27][CH2:28][Cl:29]>>[Cl:1][c:2]1[c:3]([C:4](=[O:5])[Cl:20])[cH:7][c:8]([N+:12](=[O:13])[O-:14])[c:9]([F:11])[cH:10]1. Starting materials: FC1([C@@]2(N=C(COC1)N)CC(OC1=CC=C(C=C12)N)C1=CC=CC=C1)F ((2RS,4R)-6′,6′-difluoro-2-phenyl-6′,7′-dihydro-2′H-spiro[chroman-4,5′-[1,4]oxazepine]-3′,6-diamine), FC(C=1C=CC(=NC1)C(=O)O)(F)F (5-trifluoromethyl-pyridine-2-carboxylic acid). The product is NC=1COCC([C@@]2(N1)CC(OC1=CC=C(C=C12)NC(C1=NC=C(C=C1)C(F)(F)F)=O)C1=CC=CC=C1)(F)F (N-((2RS,4R)-3′-Amino-6′,6′-difluoro-2-phenyl-6′,7′-dihydro-2′H-spiro[chroman-4,5′-[1,4]oxazepine]-6-yl)-5-(trifluoromethyl)picolinamide). The yield is 7.0%. As a reaction SMILES: [F:1][C:2]1([F:26])[CH2:8][O:7][CH2:6][C:5]([NH2:9])=[N:4][C@@:3]21[C:18]1[C:13](=[CH:14][CH:15]=[C:16]([NH2:19])[CH:17]=1)[O:12][CH:11]([C:20]1[CH:25]=[CH:24][CH:23]=[CH:22][CH:21]=1)[CH2:10]2.[F:27][C:28]([F:39])([F:38])[C:29]1[CH:30]=[CH:31][C:32]([C:35](O)=[O:36])=[N:33][CH:34]=1>>[NH2:9][C:5]1[CH2:6][O:7][CH2:8][C:2]([F:1])([F:26])[C@@:3]2([C:18]3[C:13](=[CH:14][CH:15]=[C:16]([NH:19][C:35](=[O:36])[C:32]4[CH:31]=[CH:30][C:29]([C:28]([F:38])([F:27])[F:39])=[CH:34][N:33]=4)[CH:17]=3)[O:12][CH:11]([C:20]3[CH:25]=[CH:24][CH:23]=[CH:22][CH:21]=3)[CH2:10]2)[N:4]=1. Reported procedure: The condensation of (2RS,4R)-6′,6′-difluoro-2-phenyl-6′,7′-dihydro-2′H-spiro[chroman-4,5′-[1,4]oxazepine]-3′,6-diamine (intermediate C4.3) and 5-trifluoromethyl-pyridine-2-carboxylic acid yielded the title compound (7% yield) as a light brown solid. MS (ISP): m/z=532.8 [M+H]+.